From a dataset of the Open Reaction Database (ORD), a public repository of structured organic reaction records. describe an organic reaction: reactants, conditions, products, and yield Starting materials: Clc1cnc2[nH]c(-c3ccc(OCCN4CCOCC4)cc3)nc2c1Cl, NCCN1CCOCC1. Yields the product Clc1cnc2[nH]c(-c3ccc(OCCN4CCOCC4)cc3)nc2c1NCCN1CCOCC1. As a reaction SMILES: [Cl:1][c:2]1[c:3]([Cl:26])[c:4]2[c:5]([n:6][cH:7]1)[nH:8][c:9](-[c:11]1[cH:12][cH:13][c:14]([O:17][CH2:18][CH2:19][N:20]3[CH2:21][CH2:22][O:23][CH2:24][CH2:25]3)[cH:15][cH:16]1)[n:10]2.[O:27]1[CH2:28][CH2:29][N:30]([CH2:33][CH2:34][NH2:35])[CH2:31][CH2:32]1>>[Cl:1][c:2]1[c:3]([NH:35][CH2:34][CH2:33][N:30]2[CH2:29][CH2:28][O:27][CH2:32][CH2:31]2)[c:4]2[c:5]([n:6][cH:7]1)[nH:8][c:9](-[c:11]1[cH:12][cH:13][c:14]([O:17][CH2:18][CH2:19][N:20]3[CH2:21][CH2:22][O:23][CH2:24][CH2:25]3)[cH:15][cH:16]1)[n:10]2. Product: CN1C(=O)CCC2=C(C=CC=C12)OCC(CO)O (1-methyl-5-(2,3-dihydroxy)propoxy-3,4-dihydrocarbostyril). Reported procedure: 2.0 g of potassium hydroxide was dissolved in 80 ml of methanol, and 4.8 g of 1-methyl-5-hydroxy-3,4-dihydrocarbostyril and 4.0 g of glycerol α-monochlorohydrin were added to the resulting solution followed by refluxing the mixture for 4 hours. After allowing the mixture to cool, the precipitated crystals were filtered, and the filtrate was concentrated to dryness. The residue thus obtained was extracted with 120 ml of chloroform, and the extract was washed with a 5% aqueous potassium hydroxide ... Reaction SMILES: [OH-].[K+].[CH3:3][N:4]1[C:14]2[C:9](=[C:10]([OH:15])[CH:11]=[CH:12][CH:13]=2)[CH2:8][CH2:7][C:5]1=[O:6].[CH2:16]([OH:21])[CH:17]([OH:20])[CH2:18]Cl>CO>[CH3:3][N:4]1[C:14]2[C:9](=[C:10]([O:15][CH2:18][CH:17]([OH:20])[CH2:16][OH:21])[CH:11]=[CH:12][CH:13]=2)[CH2:8][CH2:7][C:5]1=[O:6] |f:0.1|. Reactants: CN1C(=O)CCC2=C(C=CC=C12)O (1-methyl-5-hydroxy-3,4-dihydrocarbostyril), C(C(CCl)O)O (glycerol α-monochlorohydrin), [OH-].[K+] (potassium hydroxide). Yield: 22.0%. Solvent: CO (methanol). The reactants are BrC=1N=C(N2C1C(=NC=C2)C)[C@@H]2CC[C@H](CC2)CN(C)C (1-((Trans)-4-(1-bromo-8-methylimidazo[1,5-a]pyrazin-3-yl)cyclohexyl)-N,N-dimethylmethanamine), COC1=C2C=C(N(C2=CC=C1)C)C(=O)NC1=C(C=C(C=C1)B1OC(C(O1)(C)C)(C)C)OC (4-methoxy-N-(2-methoxy-4-(4,4,5,5-tetramethyl-1,3,2-dioxaborolan-2-yl)phenyl)-1-methyl-1H-indole-2-carboxamide). Yields the product CN(C)C[C@@H]1CC[C@H](CC1)C1=NC(=C2N1C=CN=C2C)C2=CC(=C(C=C2)NC(=O)C=2N(C1=CC=CC(=C1C2)OC)C)OC (N-(4-(3-((trans)-4-((dimethylamino)methyl)cyclohexyl)-8-methylimidazo[1,5-a]pyrazin-1-yl)-2-methoxyphenyl)-4-methoxy-1-methyl-1H-indole-2-carboxamide). The yield is 28.2%. As a reaction SMILES: Br[C:2]1[N:3]=[C:4]([C@H:12]2[CH2:17][CH2:16][C@H:15]([CH2:18][N:19]([CH3:21])[CH3:20])[CH2:14][CH2:13]2)[N:5]2[CH:10]=[CH:9][N:8]=[C:7]([CH3:11])[C:6]=12.[CH3:22][O:23][C:24]1[CH:32]=[CH:31][CH:30]=[C:29]2[C:25]=1[CH:26]=[C:27]([C:34]([NH:36][C:37]1[CH:42]=[CH:41][C:40](B3OC(C)(C)C(C)(C)O3)=[CH:39][C:38]=1[O:52][CH3:53])=[O:35])[N:28]2[CH3:33]>>[CH3:20][N:19]([CH2:18][C@H:15]1[CH2:16][CH2:17][C@H:12]([C:4]2[N:5]3[CH:10]=[CH:9][N:8]=[C:7]([CH3:11])[C:6]3=[C:2]([C:40]3[CH:41]=[CH:42][C:37]([NH:36][C:34]([C:27]4[N:28]([CH3:33])[C:29]5[C:25]([CH:26]=4)=[C:24]([O:23][CH3:22])[CH:32]=[CH:31][CH:30]=5)=[O:35])=[C:38]([O:52][CH3:53])[CH:39]=3)[N:3]=2)[CH2:13][CH2:14]1)[CH3:21]. Procedure: 1-((Trans)-4-(1-bromo-8-methylimidazo[1,5-a]pyrazin-3-yl)cyclohexyl)-N,N-dimethylmethanamine (26 mg) and 4-methoxy-N-(2-methoxy-4-(4,4,5,5-tetramethyl-1,3,2-dioxaborolan-2-yl)phenyl)-1-methyl-1H-indole-2-carboxamide (32 mg) were used according to the procedure described in example 4 step 4c and the crude product was purified by prep-HPLC (column Luna C18(2); gradient acetonitrile/water with constant 0.003M trifluoroacetic acid). Proper fractions were collected and made basic with aqueous sodium ... Starting materials: FC(C1=CC=C(COC2=C(C(=C(C=C2)C(C)=O)O)CCC)C=C1)C1=CC(=CC=C1)C1=NN=NN1 (1-[4-(4-{fluoro-[3-(1H-tetrazol-5-yl)-phenyl]-methyl}-benzyloxy)-2-hydroxy-3-propyl-phenyl]-ethanone), C(C)(=O)C1=C(C(=C(OCC2=CC=C(C=C2)C(C=2C=C(C#N)C=CC2)OC)C=C1)CCC)O (3-{[4-(4-acetyl-3-hydroxy-2-propyl-phenoxymethyl)-phenyl]-methoxy-methyl}-benzonitrile). The product is OC1=C(C=CC(=C1CCC)OCC1=CC=C(C=C1)C(C1=CC(=CC=C1)C1=NN=NN1)OC)C(C)=O (1-[2-hydroxy-4-(4-{methoxy-[3-(1H-tetrazol-5-yl)-phenyl]-methyl}-benzyloxy)-3-propyl-phenyl]-ethanone). Yield: 47.0%. As a reaction SMILES: F[CH:2]([C:24]1[CH:29]=[CH:28][CH:27]=[C:26]([C:30]2[NH:34][N:33]=[N:32][N:31]=2)[CH:25]=1)[C:3]1[CH:23]=[CH:22][C:6]([CH2:7][O:8][C:9]2[CH:14]=[CH:13][C:12]([C:15](=[O:17])[CH3:16])=[C:11]([OH:18])[C:10]=2[CH2:19][CH2:20][CH3:21])=[CH:5][CH:4]=1.[C:35](C1C=CC(OCC2C=CC(C(OC)C3C=C(C=CC=3)C#N)=CC=2)=C(CCC)C=1O)(=[O:37])C>>[OH:18][C:11]1[C:10]([CH2:19][CH2:20][CH3:21])=[C:9]([O:8][CH2:7][C:6]2[CH:22]=[CH:23][C:3]([CH:2]([O:37][CH3:35])[C:24]3[CH:29]=[CH:28][CH:27]=[C:26]([C:30]4[NH:31][N:32]=[N:33][N:34]=4)[CH:25]=3)=[CH:4][CH:5]=2)[CH:14]=[CH:13][C:12]=1[C:15](=[O:17])[CH3:16]. Reported procedure: The title compound is prepared essentially as described for 1-[4-(4-{fluoro-[3-(1H-tetrazol-5-yl)-phenyl]-methyl}-benzyloxy)-2-hydroxy-3-propyl-phenyl]-ethanone, employing 3-{[4-(4-acetyl-3-hydroxy-2-propyl-phenoxymethyl)-phenyl]-methoxy-methyl}-benzonitrile to give (129 mg, 47%) of the title compound as a lavender foam. 1H NMR (DMSO-d6) δ 12.85 (s, 1H), 8.12 (s, 1H), 7.93 (m, 1H), 7.80 (d, 1H), 7.59 (d, 2H), 7.42-7.49 (m, 4H), 6.71 (d, 1H), 5.50 (s, 1H), 5.25 (s, 2H), 2.57-2.61 (m, 5H), 2.09 (s...